Dataset: the Open Reaction Database (ORD), a public repository of structured organic reaction records. Task: describe an organic reaction: reactants, conditions, products, and yield Reactants: COc1cc(-c2nc3ncccc3[nH]2)ccc1O, CS(=O)(=O)O, [Cl-]. The product is COc1cc(-c2nc3ncccc3[nH]2)ccc1OS(C)(=O)=O. Reaction SMILES: [CH3:1][O:2][c:3]1[cH:4][c:5](-[c:10]2[nH:11][c:12]3[c:13]([n:14][cH:15][cH:16][cH:17]3)[n:18]2)[cH:6][cH:7][c:8]1[OH:9].[CH3:20][S:21](=[O:22])(=[O:23])[OH:24].[Cl-:19]>>[CH3:1][O:2][c:3]1[cH:4][c:5](-[c:10]2[nH:11][c:12]3[c:13]([n:14][cH:15][cH:16][cH:17]3)[n:18]2)[cH:6][cH:7][c:8]1[O:9][S:21]([CH3:20])(=[O:22])=[O:23].